This data is from the Open Reaction Database (ORD), a public repository of structured organic reaction records. The task is: describe an organic reaction: reactants, conditions, products, and yield Conditions: temperature 80 celsius. Procedure details: To N-[3-(4-chloro-7H-pyrrolo[2,3-d]pyrimidine-5-carbonyl)-2,4-difluoro-phenyl]-4-propyl-benzenesulfonamide (P-1034, 50 mg, 0.10 mmol), 0.702 mL of isopropyl alcohol is added, followed by cyclopropylamine (79, 0.0357 mL, 70% aqueous solution, 0.509 mmol). The reaction is heated at 80° C. in an oil bath for 17 hours, then poured into water and brine and extracted with ethyl acetate. The organic layer is dried over magnesium sulfate, filtered and the filtrate concentrated under vacuum to provide th... As a reaction SMILES: Cl[C:2]1[C:3]2[C:10]([C:11]([C:13]3[C:14]([F:33])=[C:15]([NH:20][S:21]([C:24]4[CH:29]=[CH:28][C:27]([CH2:30][CH2:31][CH3:32])=[CH:26][CH:25]=4)(=[O:23])=[O:22])[CH:16]=[CH:17][C:18]=3[F:19])=[O:12])=[CH:9][NH:8][C:4]=2[N:5]=[CH:6][N:7]=1.C(O)(C)C.[CH:38]1([NH2:41])[CH2:40][CH2:39]1.O>[Cl-].[Na+].O>[CH:38]1([NH:41][C:2]2[C:3]3[C:10]([C:11]([C:13]4[C:14]([F:33])=[C:15]([NH:20][S:21]([C:24]5[CH:25]=[CH:26][C:27]([CH2:30][CH2:31][CH3:32])=[CH:28][CH:29]=5)(=[O:22])=[O:23])[CH:16]=[CH:17][C:18]=4[F:19])=[O:12])=[CH:9][NH:8][C:4]=3[N:5]=[CH:6][N:7]=2)[CH2:40][CH2:39]1 |f:4.5.6|. Starting materials: ClC=1C2=C(N=CN1)NC=C2C(=O)C=2C(=C(C=CC2F)NS(=O)(=O)C2=CC=C(C=C2)CCC)F (N-[3-(4-chloro-7H-pyrrolo[2,3-d]pyrimidine-5-carbonyl)-2,4-difluoro-phenyl]-4-propyl-benzenesulfonamide), C(C)(C)O (isopropyl alcohol), O (water), C1(CC1)N (cyclopropylamine). Yield: 101.7%. Yields the product C1(CC1)NC=1C2=C(N=CN1)NC=C2C(=O)C=2C(=C(C=CC2F)NS(=O)(=O)C2=CC=C(C=C2)CCC)F (N-[3-(4-cyclopropylamino-7H-pyrrolo[2,3-d]pyrimidine-5-carbonyl)-2,4-difluoro-phenyl]-4-propyl-benzenesulfonamide). Run in [Cl-].[Na+].O (brine). Reactants: ClC1=C(C=C(C=C1)C)C(=C(Cl)Cl)Cl (4-chloro-3-(trichlorovinyl)toluene), BrN1C(CCC1=O)=O (N-Bromosuccinimide). Reagents/catalysts: C(C1=CC=CC=C1)(=O)OOC(C1=CC=CC=C1)=O (dibenzoyl peroxide). The solvent is C1=CC=CC=C1 (benzene). Product: ClC1=C(C=C(CBr)C=C1)C(=C(Cl)Cl)Cl (4-Chloro-3-(trichlorovinyl)benzyl bromide). Yield: 99.4%. RXN SMILES: [Cl:1][C:2]1[CH:7]=[CH:6][C:5]([CH3:8])=[CH:4][C:3]=1[C:9]([Cl:13])=[C:10]([Cl:12])[Cl:11].[Br:14]N1C(=O)CCC1=O>C1C=CC=CC=1.C(OOC(=O)C1C=CC=CC=1)(=O)C1C=CC=CC=1>[Cl:1][C:2]1[CH:7]=[CH:6][C:5]([CH2:8][Br:14])=[CH:4][C:3]=1[C:9]([Cl:13])=[C:10]([Cl:11])[Cl:12]. Procedure details: A solution of 4-chloro-3-(trichlorovinyl)toluene (13.77 g) and dibenzoyl peroxide (1.0 g) in 500 ml of benzene was heated at reflux. N-Bromosuccinimide (11.6 g) was added in portions and the resulting mixture stirred at reflux for 1.5 hours (negative KI test). The reaction mixture was concentrated under reduced pressure. The residue was partially dissolved in 300 ml of petroleum ether and the insoluble succinimide removed by filtration. The filtrate was concentrated to give 17.9 g of the benzyl ... Starting materials: O=C=NCc1ccccc1, Cc1cccnc1CN(Cc1ncccc1C)C1CCNCC1, ClCCl. The product is Cc1cccnc1CN(Cc1ncccc1C)C1CCN(C(=O)NCc2ccccc2)CC1. As a reaction SMILES: [CH2:24]([c:25]1[cH:26][cH:27][cH:28][cH:29][cH:30]1)[N:31]=[C:32]=[O:33].[CH3:1][c:2]1[c:3]([CH2:8][N:9]([CH:10]2[CH2:11][CH2:12][NH:13][CH2:14][CH2:15]2)[CH2:16][c:17]2[n:18][cH:19][cH:20][cH:21][c:22]2[CH3:23])[n:4][cH:5][cH:6][cH:7]1.[Cl:34][CH2:35][Cl:36]>>[CH3:1][c:2]1[c:3]([CH2:8][N:9]([CH:10]2[CH2:11][CH2:12][N:13]([C:32]([NH:31][CH2:24][c:25]3[cH:26][cH:27][cH:28][cH:29][cH:30]3)=[O:33])[CH2:14][CH2:15]2)[CH2:16][c:17]2[n:18][cH:19][cH:20][cH:21][c:22]2[CH3:23])[n:4][cH:5][cH:6][cH:7]1. Reactants: Cl, CCOC(=O)N1CC2N(C)CCC2(CF)C1. The product is CN1CCC2(CF)CNCC12. RXN SMILES: [ClH:17].[F:1][CH2:2][C:3]12[CH2:4][CH2:5][N:6]([CH3:16])[CH:7]1[CH2:8][N:9]([C:11]([O:12][CH2:13][CH3:14])=[O:15])[CH2:10]2>>[F:1][CH2:2][C:3]12[CH2:4][CH2:5][N:6]([CH3:16])[CH:7]1[CH2:8][NH:9][CH2:10]2. Reactants: COC(C(C)(C1=CC(=CC=C1)OCC=1N=C(OC1C)C1=CC=CC=C1)C)=O (2-methyl-2-[3-(5-methyl-2-phenyl-oxazol-4-ylmethoxy)-phenyl]-propionic acid methyl ester), [OH-].[Na+] (sodium hydroxide). The solvent is CO (methanol), O (water). Run at temperature 70 celsius, time 4 hour. The product is CC(C(=O)O)(C)C1=CC(=CC=C1)OCC=1N=C(OC1C)C1=CC=CC=C1 (2-methyl-2-[3-(5-methyl-2-phenyl-oxazol-4-ylmethoxy)-phenyl]-propionic acid). RXN SMILES: C[O:2][C:3](=[O:27])[C:4]([CH3:26])([C:6]1[CH:11]=[CH:10][CH:9]=[C:8]([O:12][CH2:13][C:14]2[N:15]=[C:16]([C:20]3[CH:25]=[CH:24][CH:23]=[CH:22][CH:21]=3)[O:17][C:18]=2[CH3:19])[CH:7]=1)[CH3:5].[OH-].[Na+]>CO.O>[CH3:26][C:4]([C:6]1[CH:11]=[CH:10][CH:9]=[C:8]([O:12][CH2:13][C:14]2[N:15]=[C:16]([C:20]3[CH:21]=[CH:22][CH:23]=[CH:24][CH:25]=3)[O:17][C:18]=2[CH3:19])[CH:7]=1)([CH3:5])[C:3]([OH:27])=[O:2] |f:1.2|. Procedure: To a stirred solution of the title B compound, 2-methyl-2-[3-(5-methyl-2-phenyl-oxazol-4-ylmethoxy)-phenyl]-propionic acid methyl ester (3.45 g, 9.45 mmol) in methanol (30 mL) is added sodium hydroxide (1.51 g, 37.81 mmol) in water (10 mL) at RT. The reaction mixture is stirred at 70° C. for 4 h. The reaction mixture is concentrated, poured into water, the aqueous layer is separated, washed with ethyl acetate twice, acidified with concentrated HCl and extracted three times with ethyl acetate. Th... Starting materials: CC(C)(C)OC(=O)N1CCC(Cc2cc(Br)c3c(N)ncnn23)C1, O=C([O-])[O-], CC1(C)OB(c2ccc3cn(Cc4ccccc4)nc3c2)OC1(C)C, CCOC(C)=O, [Na+], [Na+], CN(C)C=O, c1ccc(P(c2ccccc2)(c2ccccc2)[Pd](P(c2ccccc2)(c2ccccc2)c2ccccc2)(P(c2ccccc2)(c2ccccc2)c2ccccc2)P(c2ccccc2)(c2ccccc2)c2ccccc2)cc1. Yields the product CC(C)(C)OC(=O)N1CCC(Cc2cc(-c3ccc4cn(Cc5ccccc5)nc4c3)c3c(N)ncnn23)C1. As a reaction SMILES: [C:1]([CH3:2])([CH3:3])([CH3:4])[O:5][C:6](=[O:7])[N:8]1[CH2:9][CH:10]([CH2:13][c:14]2[cH:15][c:16]([Br:24])[c:17]3[c:18]([NH2:23])[n:19][cH:20][n:21][n:22]23)[CH2:11][CH2:12]1.[C:50](=[O:51])([O-:52])[O-:53].[CH2:25]([c:26]1[cH:27][cH:28][cH:29][cH:30][cH:31]1)[n:32]1[n:33][c:34]2[cH:35][c:36]([B:41]3[O:42][C:43]([CH3:44])([CH3:45])[C:46]([CH3:47])([CH3:48])[O:49]3)[cH:37][cH:38][c:39]2[cH:40]1.[CH3:61][CH2:62][O:63][C:64]([CH3:65])=[O:66].[Na+:54].[Na+:55].[O:56]=[CH:57][N:58]([CH3:59])[CH3:60].[cH:67]1[cH:68][cH:69][c:70]([P:71]([Pd:72]([P:73]([c:74]2[cH:75][cH:76][cH:77][cH:78][cH:79]2)([c:80]2[cH:81][cH:82][cH:83][cH:84][cH:85]2)[c:86]2[cH:87][cH:88][cH:89][cH:90][cH:91]2)([P:92]([c:93]2[cH:94][cH:95][cH:96][cH:97][cH:98]2)([c:99]2[cH:100][cH:101][cH:102][cH:103][cH:104]2)[c:105]2[cH:106][cH:107][cH:108][cH:109][cH:110]2)[P:111]([c:112]2[cH:113][cH:114][cH:115][cH:116][cH:117]2)([c:118]2[cH:119][cH:120][cH:121][cH:122][cH:123]2)[c:124]2[cH:125][cH:126][cH:127][cH:128][cH:129]2)([c:130]2[cH:131][cH:132][cH:133][cH:134][cH:135]2)[c:136]2[cH:137][cH:138][cH:139][cH:140][cH:141]2)[cH:142][cH:143]1>>[C:1]([CH3:2])([CH3:3])([CH3:4])[O:5][C:6](=[O:7])[N:8]1[CH2:9][CH:10]([CH2:13][c:14]2[cH:15][c:16](-[c:36]3[cH:35][c:34]4[n:33][n:32]([CH2:25][c:26]5[cH:27][cH:28][cH:29][cH:30][cH:31]5)[cH:40][c:39]4[cH:38][cH:37]3)[c:17]3[c:18]([NH2:23])[n:19][cH:20][n:21][n:22]23)[CH2:11][CH2:12]1. Reaction SMILES: O=[C:2]([CH2:8][CH2:9][C:10]1[CH:15]=[CH:14][CH:13]=[CH:12][CH:11]=1)[C:3]([O:5][CH2:6][CH3:7])=[O:4].[NH2:16][C@H:17]([C:19]([N:21]1[CH2:28][CH2:27][CH2:26][C@H:22]1[C:23]([OH:25])=[O:24])=[O:20])[CH3:18].C([BH3-])#N.[Na+]>C(O)C.O>[CH2:6]([O:5][C:3]([CH:2]([NH:16][C@H:17]([C:19]([N:21]1[CH2:28][CH2:27][CH2:26][C@H:22]1[C:23]([OH:25])=[O:24])=[O:20])[CH3:18])[CH2:8][CH2:9][C:10]1[CH:15]=[CH:14][CH:13]=[CH:12][CH:11]=1)=[O:4])[CH3:7] |f:2.3,4.5|. Starting materials: O=C(C(=O)OCC)CCC1=CC=CC=C1 (Ethyl 2-oxo-4-phenylbutyrate), N[C@@H](C)C(=O)N1[C@H](C(=O)O)CCC1 (L-alanyl-L-proline), C(#N)[BH3-].[Na+] (sodium cyanoborohydride). Run in C(C)O.O (ethanol water), C(C)O.O (ethanol water). Yields the product C(C)OC(=O)C(CCC1=CC=CC=C1)N[C@@H](C)C(=O)N1[C@H](C(=O)O)CCC1 (N-(1-ethoxycarbonyl-3-phenylpropyl)-L-alanyl-L-proline). Procedure: Ethyl 2-oxo-4-phenylbutyrate (1.03 g) and L-alanyl-L-proline (0.19 g) are dissolved in a 1:1 ethanol-water solvent. A solution of sodium cyanoborohydride (0.19 g) in ethanol-water is added dropwise at room temperature over the course of two hours. When reaction is complete, the product is absorbed on strong acid ion-exchange resin and eluted with 2% pyridine in water. The product-rich cuts are freeze dried to give 0.25 g of crude N-(1-ethoxycarbonyl-3-phenylpropyl)-L-alanyl-L-proline. The mass s... Isolated yield 65.1%. The reactants are CC=1C=CC=2N(C1)C=C(N2)C2=CC=C(C=C2)Br (6-Methyl-2-(4'-bromophenyl)imidazo[1,2-a]pyridine), C(#N)[Cu] (CuCN), C(CN)N.O (ethylenediamine water). Solvent: CN(C)C=O (DMF). Product: CC=1C=CC=2N(C1)C=C(N2)C2=CC=C(C=C2)C#N (6-Methyl-2-(4'-cyanophenyl)imidazo-[1,2-a]pyridine). RXN SMILES: [CH3:1][C:2]1[CH:3]=[CH:4][C:5]2[N:6]([CH:8]=[C:9]([C:11]3[CH:16]=[CH:15][C:14](Br)=[CH:13][CH:12]=3)[N:10]=2)[CH:7]=1.[C:18]([Cu])#[N:19].C(N)CN.O>CN(C=O)C>[CH3:1][C:2]1[CH:3]=[CH:4][C:5]2[N:6]([CH:8]=[C:9]([C:11]3[CH:16]=[CH:15][C:14]([C:18]#[N:19])=[CH:13][CH:12]=3)[N:10]=2)[CH:7]=1 |f:2.3|. Reported procedure: 6-Methyl-2-(4'-bromophenyl)imidazo[1,2-a]pyridine (6.0 g) was mixed with 3.0 g of CuCN and 50 ml DMF. The mixture was refluxed for 24 hrs. The hot solution was then poured into a (1:4) ethylenediamine-water mixture (200 ml). Using chloroform, the compound was extracted. The chloroform layer was washed with water, dried and evaporated. The residue was crystallized and recrystallized from ethanol; yield; 3.4 g (69%); mp 225°-226° C. Reactants: FC(C=1C=C(C=C(C1)C(F)(F)F)C=CC(=O)N[C@@H](CC1=CNC2=CC=CC=C12)C(=O)OC)(F)F (Methyl Nα-{3-[3,5-Bis(trifluoromethyl)phenyl]acryloyl}-L-Tryptophanate), [OH-].[Na+] (sodium hydroxide). The solvent is CO (methanol). The product is FC(C=1C=C(C=C(C1)C(F)(F)F)C=CC(=O)N[C@@H](CC1=CNC2=CC=CC=C12)C(=O)O)(F)F (Nα-{3-[3,5-Bis(trifluoromethyl)phenyl]acryloyl}-L-Tryptophan). The yield is 83.2%. Reaction SMILES: [F:1][C:2]([F:34])([F:33])[C:3]1[CH:4]=[C:5]([CH:13]=[CH:14][C:15]([NH:17][C@H:18]([C:29]([O:31]C)=[O:30])[CH2:19][C:20]2[C:28]3[C:23](=[CH:24][CH:25]=[CH:26][CH:27]=3)[NH:22][CH:21]=2)=[O:16])[CH:6]=[C:7]([C:9]([F:12])([F:11])[F:10])[CH:8]=1.[OH-].[Na+]>CO>[F:11][C:9]([F:10])([F:12])[C:7]1[CH:6]=[C:5]([CH:13]=[CH:14][C:15]([NH:17][C@H:18]([C:29]([OH:31])=[O:30])[CH2:19][C:20]2[C:28]3[C:23](=[CH:24][CH:25]=[CH:26][CH:27]=3)[NH:22][CH:21]=2)=[O:16])[CH:4]=[C:3]([C:2]([F:34])([F:1])[F:33])[CH:8]=1 |f:1.2|. Reported procedure: The same procedures as in Example 64 were carried out from the compound obtained in Example 16 (2.6 g), 1 mol/L of an aqueous sodium hydroxide solution (8.0 mL), and methanol (80 mL), to give the captioned compound (2.1 g, 83%) as crystals. The reactants are N\C(=C/C(=O)OCC)\C(F)(F)F (Ethyl 3-amino-4,4,4-trifluorocrotonate), ClC=C(C=O)C1=CC=C(C=C1)Cl (3-chloro-2-(p-chlorophenyl)prop-2-enal), ( 5 ), [H-].[Na+] (sodium hydride), O (water). The solvent is CN(C=O)C (dimethylformamide), CN(C=O)C (dimethylformamide). Conditions: time 30 minute. Yields the product ClC1=CC=C(C=C1)C=1C=C(C(=NC1)C(F)(F)F)C(=O)OCC (5-(p-Chlorophenyl)-3-ethoxycarbonyl-2-trifluoromethylpyridine). Reaction SMILES: [NH2:1]/[C:2](/[C:9]([F:12])([F:11])[F:10])=[CH:3]\[C:4]([O:6][CH2:7][CH3:8])=[O:5].[H-].[Na+].Cl[CH:16]=[C:17]([C:20]1[CH:25]=[CH:24][C:23]([Cl:26])=[CH:22][CH:21]=1)[CH:18]=O.O>CN(C)C=O>[Cl:26][C:23]1[CH:24]=[CH:25][C:20]([C:17]2[CH:16]=[C:3]([C:4]([O:6][CH2:7][CH3:8])=[O:5])[C:2]([C:9]([F:10])([F:11])[F:12])=[N:1][CH:18]=2)=[CH:21][CH:22]=1 |f:1.2|. Procedure details: Ethyl 3-amino-4,4,4-trifluorocrotonate (1.55 g; prepared by the method of Swarts, Bull. Sci. acad. roy. Belg., 1926, 12 (5), 679) in dry dimethylformamide (2 ml) was added dropwise to a suspension of sodium hydride (0.20 g) in dimethylformamide (20 ml). The mixture was then stirred for 30 minutes and 3-chloro-2-(p-chlorophenyl)prop-2-enal (1.7 g) was added dropwise. The mixture was stirred for 2 hours, allowed to stand overnight and poured into water. The resulting mixture was twice extracted wi...